This data is from the Open Reaction Database (ORD), a public repository of structured organic reaction records. The task is: describe an organic reaction: reactants, conditions, products, and yield The product is CCOC(=O)c1cc2c(n1C)CCN(C(=O)OC(C)(C)C)C2. Reactants: C1CCOC1, CI, [H-], [Na+], CCOC(=O)c1cc2c([nH]1)CCN(C(=O)OC(C)(C)C)C2. RXN SMILES: [CH2:26]1[O:27][CH2:28][CH2:29][CH2:30]1.[CH3:24][I:25].[H-:23].[Na+:22].[nH:1]1[c:2]([C:17](=[O:18])[O:19][CH2:20][CH3:21])[cH:3][c:4]2[c:9]1[CH2:8][CH2:7][N:6]([C:10](=[O:11])[O:12][C:13]([CH3:14])([CH3:15])[CH3:16])[CH2:5]2>>[n:1]1([CH3:24])[c:2]([C:17](=[O:18])[O:19][CH2:20][CH3:21])[cH:3][c:4]2[c:9]1[CH2:8][CH2:7][N:6]([C:10](=[O:11])[O:12][C:13]([CH3:14])([CH3:15])[CH3:16])[CH2:5]2. Starting materials: solution, C[O-].[Na+] (sodium methoxide), C(C)(=O)OCC=1C(=C(C(=CC1C)C)C1(SC=CC1S(NC1=C(C(=NO1)C)Cl)(=O)=O)C(=O)N)C (2-(3-acetoxymethyl-2,4,6-trimethylphenyl)-3-(4-chloro-3-methyl-5-isoxazolylsulfamoyl)-2-thiophenecarboxamide). Solvent: CO (MeOH), CO (MeOH). Reaction conditions: temperature 0 celsius, time 30 minute. The product is OCC=1C(=C(C(=CC1C)C)C1(SC=CC1S(NC1=C(C(=NO1)C)Cl)(=O)=O)C(=O)N)C (2-(3-Hydroxymethyl-2,4,6-trimethylphenyl)-3-(4-chloro-3-methyl-5-isoxazolylsulfamoyl)-2-thiophenecarboxamide). RXN SMILES: C([O:4][CH2:5][C:6]1[C:7]([CH3:33])=[C:8]([C:14]2([C:30]([NH2:32])=[O:31])[CH:18]([S:19](=[O:29])(=[O:28])[NH:20][C:21]3[O:25][N:24]=[C:23]([CH3:26])[C:22]=3[Cl:27])[CH:17]=[CH:16][S:15]2)[C:9]([CH3:13])=[CH:10][C:11]=1[CH3:12])(=O)C.C[O-].[Na+]>CO>[OH:4][CH2:5][C:6]1[C:7]([CH3:33])=[C:8]([C:14]2([C:30]([NH2:32])=[O:31])[CH:18]([S:19](=[O:28])(=[O:29])[NH:20][C:21]3[O:25][N:24]=[C:23]([CH3:26])[C:22]=3[Cl:27])[CH:17]=[CH:16][S:15]2)[C:9]([CH3:13])=[CH:10][C:11]=1[CH3:12] |f:1.2|. Procedure details: A solution of 2-(3-acetoxymethyl-2,4,6-trimethylphenyl)-3-(4-chloro-3-methyl-5-isoxazolylsulfamoyl)-2-thiophenecarboxamide (Example 15) (250 mg, 0.49 mmol) in anh. MeOH (5 mL) was cooled to 0° C. and charged with 25% solution of sodium methoxide in MeOH (1.08 g, 5.0 mmol). Stirred for 30 min at 0° C. then the methanol was removed. Added 1 N HCl (10 mL). The compound was taken into ethyl acetate. The extract was washed with water, brine, dried over MgSO4, concentrated. The residue was dissolved i...